This data is from the Open Reaction Database (ORD), a public repository of structured organic reaction records. The task is: describe an organic reaction: reactants, conditions, products, and yield Reactants: C(#N)[BH3-].[Na+] (sodium cyanoborohydride), C(=O)C1COCCC1 (3-Formyltetrahydro-2H-pyran), NC1=CC2=C(NC(O2)=O)C(=C1C)F (6-amino-4-fluoro-5-methyl-2-benzoxazolone), CC(=O)O (AcOH). Run in CO (MeOH). Reaction conditions: time 1 hour. Yields the product FC1=C(C(=CC2=C1NC(O2)=O)NCC2OCCCC2)C (4-Fluoro-5-methyl-6-(tetrahydro-2H-pyranyl)methylamino-2-benzoxazolone). Reaction SMILES: C([CH:3]1[CH2:8][CH2:7][CH2:6][O:5][CH2:4]1)=O.[NH2:9][C:10]1[C:19]([CH3:20])=[C:18]([F:21])[C:13]2[NH:14][C:15](=[O:17])[O:16][C:12]=2[CH:11]=1.[CH3:22]C(O)=O.C([BH3-])#N.[Na+]>CO>[F:21][C:18]1[C:13]2[NH:14][C:15](=[O:17])[O:16][C:12]=2[CH:11]=[C:10]([NH:9][CH2:22][CH:4]2[CH2:3][CH2:8][CH2:7][CH2:6][O:5]2)[C:19]=1[CH3:20] |f:3.4|. Procedure: 3-Formyltetrahydro-2H-pyran (12.9 g, 113 mmol) was added to a solution of 6-amino-4-fluoro-5-methyl-2-benzoxazolone (17.4 g, 96 mmol) in MeOH (600 ml). The mixture was stirred for 1 hour at room temperature. AcOH (1 ml) was added, followed by an addition of sodium cyanoborohydride (8.17 g, 130 mmol). Stirring was continued for 5 hours. The reaction mixture was concentrated in vacuo, and the residue was treated with water. This crude product was recrystallized from EtOH, to give the titled compou... The reactants are COC=1C=CC=C2CCC(CC12)=O (8-methoxy-2-tetralone), NC1CN2CCC1CC2 (3-aminoquinuclidine), C(C)(=O)O (acetic acid). Yields the product N12CC(C(CC1)CC2)NC2CC1=C(C=CC=C1CC2)OC (2-(quinuclidin-3-yl)amino-8-methoxy-1,2,3,4-tetrahydronaphthalene), C(CC)=O (propionaldehyde). RXN SMILES: [CH3:1][O:2][C:3]1[CH:4]=[CH:5][CH:6]=[C:7]2[C:12]=1[CH2:11][C:10](=O)[CH2:9][CH2:8]2.[NH2:14][CH:15]1[CH:20]2[CH2:21][CH2:22][N:17]([CH2:18][CH2:19]2)[CH2:16]1.C(O)(=O)C>>[N:17]12[CH2:22][CH2:21][CH:20]([CH2:19][CH2:18]1)[CH:15]([NH:14][CH:10]1[CH2:9][CH2:8][C:7]3[C:12](=[C:3]([O:2][CH3:1])[CH:4]=[CH:5][CH:6]=3)[CH2:11]1)[CH2:16]2.[CH:3](=[O:2])[CH2:12][CH3:11]. Procedure: 1.60 g (5.6 mmol) of 2-(quinuclidin-3-yl)amino-8-methoxy-1,2,3,4-tetrahydronaphthalene (obtained from 8-methoxy-2-tetralone and 3-aminoquinuclidine by reductive amination in the conventional fashion), 3.20 g (56 mmol) of propionaldehyde and 1.70 g (28 mmol) of glacial acetic acid were stirred for 30 minutes at 0° C. 0.80 g (11 mmol) of sodium cyanoborohydride was then added, and the mixture was stirred for 15 hours at room temperature. The reaction mixture was concentrated, taken up in toluene a... The reactants are C(CC(=O)OCC)(=O)OCC (Diethyl malonate), [Na] (Sodium), FC1=CC=C(C=C1)CCNC(\C=C\C)=O (trans-2-butenoic acid [2-(4-fluoro-phenyl)ethyl]amide). Solvent: C(C)O (ethanol), COCCOCCOC (bis(2-methoxyethyl)ether). Yields the product C(C)OC(=O)C1C(N(C(CC1C)=O)CCC1=CC=C(C=C1)F)=O (1-[2-(4-fluorophenyl)ethyl]-4-methyl-2,6-dioxopiperidine-3-carboxylic acid ethyl ester). RXN SMILES: [Na].[C:2]([O:10]CC)(=O)[CH2:3][C:4]([O:6][CH2:7][CH3:8])=[O:5].[F:13][C:14]1[CH:19]=[CH:18][C:17]([CH2:20][CH2:21][NH:22][C:23](=[O:27])/[CH:24]=[CH:25]/[CH3:26])=[CH:16][CH:15]=1>C(O)C.COCCOCCOC>[CH2:7]([O:6][C:4]([CH:3]1[CH:25]([CH3:26])[CH2:24][C:23](=[O:27])[N:22]([CH2:21][CH2:20][C:17]2[CH:16]=[CH:15][C:14]([F:13])=[CH:19][CH:18]=2)[C:2]1=[O:10])=[O:5])[CH3:8] |^1:0|. Procedure details: Sodium (1.5 g, 65.1 mmol) was dissolved in ethanol (50 mL) and the solution was concentrated under vacuum. The residue was suspended in toluene (50 mL) and bis(2-methoxyethyl)ether (30 mL). Diethyl malonate (4.0 mL, 26.5 mmol) was added, followed by a suspension of trans-2-butenoic acid [2-(4-fluoro-phenyl)ethyl]amide (5.00 g, 24.1 mmol) in bis(2-methoxyethyl)ether (20 mL). The mixture was heated at reflux for 6 hours. The cooled mixture was washed with 1.0 N aqueous hydrochloric acid, then with... Starting materials: Cl.COC([C@@H](N)CC1=CC=C(C=C1)O)=O (L-Tyrosine methyl ester hydrochloride), C(C)(C)N(CC)C(C)C (diisopropyl ethylamine), [Cl-].[NH4+] (ammonium chloride), C(C=C)OC(=O)Cl (allylchoroformate). Run in C1CCOC1 (THF), C(Cl)Cl (CH2Cl2). Run at temperature 0 celsius, time 1.5 hour. Yields the product COC([C@H](CC1=CC=C(C=C1)O)NC(=O)OCC=C)=O ((S)-2-Allyloxycarbonylamino-3-(4-hydroxy-phenyl)-propionic acid methyl ester). Yield: 99.6%. As a reaction SMILES: Cl.[CH3:2][O:3][C:4](=[O:15])[C@H:5]([CH2:7][C:8]1[CH:13]=[CH:12][C:11]([OH:14])=[CH:10][CH:9]=1)[NH2:6].C(N(C(C)C)CC)(C)C.[CH2:25]([O:28][C:29](Cl)=[O:30])[CH:26]=[CH2:27].[Cl-].[NH4+]>C1COCC1.C(Cl)Cl>[CH3:2][O:3][C:4](=[O:15])[C@@H:5]([NH:6][C:29]([O:28][CH2:25][CH:26]=[CH2:27])=[O:30])[CH2:7][C:8]1[CH:9]=[CH:10][C:11]([OH:14])=[CH:12][CH:13]=1 |f:0.1,4.5|. Procedure: To a solution of L-Tyrosine methyl ester hydrochloride (25 g, 107.9 mmol, 1.0 equiv) in THF (500 mL) and CH2Cl2 (250 mL) at room temperature was added diisopropyl ethylamine (56.5 ml, 322.5 mmol, 3.0 equiv). The solution was cooled to 0° C. and allylchoroformate (11.5 ml, 107.9 mmol, 1.0 equiv) was added dropwise. The reaction was stirred at 0° C. for 1.5 hours, after which time saturated ammonium chloride (100 mL) was added and the THF and CH2Cl2 were removed under reduced pressure. The aqueous... Reactants: BrC=1C=NC=CC1 (3-bromopyridine), C#CC(CC)O (1-pentyn-3-ol). The reagents and catalysts are C=1C=CC(=CC1)[P](C=2C=CC=CC2)(C=3C=CC=CC3)[Pd]([P](C=4C=CC=CC4)(C=5C=CC=CC5)C=6C=CC=CC6)([P](C=7C=CC=CC7)(C=8C=CC=CC8)C=9C=CC=CC9)[P](C=1C=CC=CC1)(C=1C=CC=CC1)C=1C=CC=CC1 (Pd(PPh3)4), CSC.[Cu]Br (copper(I) bromide dimethylsulfide). Run in C(C)N(CC)CC (triethylamine). Reaction conditions: temperature 70 celsius. Yields the product N1=CC(=CC=C1)C#CC(CC)O (1-(3-pyridinyl)-1-pentyn-3-ol). Isolated yield 100.1%. As a reaction SMILES: Br[C:2]1[CH:3]=[N:4][CH:5]=[CH:6][CH:7]=1.[CH:8]#[C:9][CH:10]([OH:13])[CH2:11][CH3:12]>C(N(CC)CC)C.C1C=CC([P]([Pd]([P](C2C=CC=CC=2)(C2C=CC=CC=2)C2C=CC=CC=2)([P](C2C=CC=CC=2)(C2C=CC=CC=2)C2C=CC=CC=2)[P](C2C=CC=CC=2)(C2C=CC=CC=2)C2C=CC=CC=2)(C2C=CC=CC=2)C2C=CC=CC=2)=CC=1.CSC.[Cu]Br>[N:4]1[CH:5]=[CH:6][CH:7]=[C:2]([C:8]#[C:9][CH:10]([OH:13])[CH2:11][CH3:12])[CH:3]=1 |f:4.5,^1:24,26,45,64|. Procedure: To a solution of 3-bromopyridine (12.0 g, 75.6 mmol) and 1-pentyn-3-ol (7.0 mL, 83.2 mmol) in triethylamine (150 mL) were added Pd(PPh3)4 (88 mg, 0.076 mmol) and copper(I) bromide dimethylsulfide (31 mg, 0.15 mmol). The mixture was heated at 70° C. for 5 hr, cooled to room temperature and filtered. The filter cake was washed with EtOAc (30 mL). The combined filtrate was concentrated to give 1-(3-pyridinyl)-1-pentyn-3-ol (12.2 g, 99%) as a dark oil. The reactants are ClCC1CN(Cc2ccccc2)CCCO1, CCCCO, ClCCl, [I-], Nc1ccccc1, [Na+], O. The product is c1ccc(CN2CCCOC(CNc3ccccc3)C2)cc1. RXN SMILES: [CH2:10]([c:11]1[cH:12][cH:13][cH:14][cH:15][cH:16]1)[N:17]1[CH2:18][CH:19]([CH2:24][Cl:25])[O:20][CH2:21][CH2:22][CH2:23]1.[CH2:27]([OH:28])[CH2:29][CH2:30][CH3:31].[Cl:32][CH2:33][Cl:34].[I-:8].[NH2:1][c:2]1[cH:3][cH:4][cH:5][cH:6][cH:7]1.[Na+:9].[OH2:26]>>[NH:1]([c:2]1[cH:3][cH:4][cH:5][cH:6][cH:7]1)[CH2:24][CH:19]1[CH2:18][N:17]([CH2:10][c:11]2[cH:12][cH:13][cH:14][cH:15][cH:16]2)[CH2:23][CH2:22][CH2:21][O:20]1.